From a dataset of the Open Reaction Database (ORD), a public repository of structured organic reaction records. describe an organic reaction: reactants, conditions, products, and yield Reactants: NC1=C(C=C(C=2C=CC(OC21)(C)C)Cl)F (8-amino-5-chloro-2,2-dimethyl-7-fluoro-2H-1-benzopyran), ClC(=O)OC(Cl)(Cl)Cl (trichloromethyl chloroformate). The solvent is C1(=CC=CC=C1)C (toluene). Product: ClC1=CC(=C(C2=C1C=CC(O2)(C)C)N=C=O)F (5-chloro-2,2-dimethyl-7-fluoro-2H-1-benzopyran-8-yl isocyanate). The yield is 110.4%. Reaction SMILES: [NH2:1][C:2]1[C:11]2[O:10][C:9]([CH3:13])([CH3:12])[CH:8]=[CH:7][C:6]=2[C:5]([Cl:14])=[CH:4][C:3]=1[F:15].Cl[C:17](OC(Cl)(Cl)Cl)=[O:18]>C1(C)C=CC=CC=1>[Cl:14][C:5]1[C:6]2[CH:7]=[CH:8][C:9]([CH3:13])([CH3:12])[O:10][C:11]=2[C:2]([N:1]=[C:17]=[O:18])=[C:3]([F:15])[CH:4]=1. Procedure: By the method of Example 1, Step F, 1.3 grams (0.005 mole) of 8-amino-5-chloro-2,2-dimethyl-7-fluoro-2H-1-benzopyran and 1.1 grams (0.005 mole) of trichloromethyl chloroformate were reacted in 50 mL of toluene, yielding about 1.4 grams of 5-chloro-2,2-dimethyl-7-fluoro-2H-1-benzopyran-8-yl isocyanate. The product was taken to the next step without further characterization. Reactants: [Cl-], O=S(=O)(O)c1ccc(Cl)cc1, Nc1ccc2c(c1)nc(-c1ccccc1)n2-c1ccccc1. The product is O=S(=O)(Nc1ccc2c(c1)nc(-c1ccccc1)n2-c1ccccc1)c1ccc(Cl)cc1. RXN SMILES: [Cl-:23].[Cl:24][c:25]1[cH:26][cH:27][c:28]([S:31](=[O:32])(=[O:33])[OH:34])[cH:29][cH:30]1.[NH2:1][c:2]1[cH:3][c:4]2[c:5]([n:6](-[c:15]3[cH:16][cH:17][cH:18][cH:19][cH:20]3)[c:7](-[c:9]3[cH:10][cH:11][cH:12][cH:13][cH:14]3)[n:8]2)[cH:21][cH:22]1>>[NH:1]([c:2]1[cH:3][c:4]2[c:5]([n:6](-[c:15]3[cH:16][cH:17][cH:18][cH:19][cH:20]3)[c:7](-[c:9]3[cH:10][cH:11][cH:12][cH:13][cH:14]3)[n:8]2)[cH:21][cH:22]1)[S:31]([c:28]1[cH:27][cH:26][c:25]([Cl:24])[cH:30][cH:29]1)(=[O:32])=[O:33]. Starting materials: O=C1CCc2cccc(F)c2N1, O=[N+]([O-])O, O=S(=O)(O)O. The product is O=C1CCc2cc([N+](=O)[O-])cc(F)c2N1. RXN SMILES: [F:1][c:2]1[cH:3][cH:4][cH:5][c:6]2[c:11]1[NH:10][C:9](=[O:12])[CH2:8][CH2:7]2.[OH:13][N+:14]([O-:15])=[O:16].[S:17](=[O:18])(=[O:19])([OH:20])[OH:21]>>[F:1][c:2]1[cH:3][c:4]([N+:14](=[O:13])[O-:15])[cH:5][c:6]2[c:11]1[NH:10][C:9](=[O:12])[CH2:8][CH2:7]2. The reactants are OC1(CCNCC1)C1=CC2=C(C=C1)OCO2 (4-hydroxy-4-(3.4-methylene dioxy phenyl) -piperidine), N1(CCCCC1)O (piperidinol), C(C=CC1=CC=CC=C1)Br (cinnamyl bromide), Br (hydrobromide). The solvent is CC(=O)C (acetone). Conditions: time 1 hour. The product is C(C=CC1=CC=CC=C1)N1CCC(CC1)(C1=CC2=C(C=C1)OCO2)O (1-Cinnamyl-4-hydroxy-4-(3.4-methylene dioxy phenyl)-piperidine). RXN SMILES: [OH:1][C:2]1([C:8]2[CH:13]=[CH:12][C:11]3[O:14][CH2:15][O:16][C:10]=3[CH:9]=2)[CH2:7][CH2:6][NH:5][CH2:4][CH2:3]1.[CH2:17](Br)[CH:18]=[CH:19][C:20]1[CH:25]=[CH:24][CH:23]=[CH:22][CH:21]=1.Br.N1(O)CCCCC1>CC(C)=O>[CH2:17]([N:5]1[CH2:6][CH2:7][C:2]([OH:1])([C:8]2[CH:13]=[CH:12][C:11]3[O:14][CH2:15][O:16][C:10]=3[CH:9]=2)[CH2:3][CH2:4]1)[CH:18]=[CH:19][C:20]1[CH:25]=[CH:24][CH:23]=[CH:22][CH:21]=1. Reported procedure: 4.4 g. 4-hydroxy-4-(3.4-methylene dioxy phenyl) -piperidine are dissolved hot in 75 ml. acetone, the solution obtained is mixed with 2.5 g. cinnamyl bromide and the reaction mixture is heated at reflux to boiling over the course of 4 hours. After boiling for 1 hour, part of the hydrobromide of the piperidinol used as the starting compound forms a precipitate and this is filtered off on completion of the reaction. The filtrate is then evaporated to dryness and extracted 3 times with 70 ml. ether ... The reactants are two, Cl (hydrochloric acid), CO (methanol), C(C1=CC=CC=C1)NC[C@@H]1OC2=C(OC1)C=CC(=C2CC(=O)O)[N+](=O)[O-] ({(3S)-3-[(benzylamino)methyl]-6-nitro-2,3-dihydro-1,4-benzodioxin-5-yl}acetic acid), Cl (HCl), [OH-].[Na+] (NaOH). The reagents and catalysts are [Pt] (platinum). The solvent is O (water), C(C)O (ethanol), CC1OCCC1 (2-methyl tetrahydrofuran). Conditions: temperature 45 celsius, time 1 hour. Product: C(C1=CC=CC=C1)NC[C@H]1COC=2C(=C3CC(NC3=CC2)=O)O1 ((2S)-2-[(benzylamino)methyl]-2,3,8,9-tetrahydro-7H-[1,4]dioxino[2,3-e]indol-8-one). As a reaction SMILES: [CH2:1]([NH:8][CH2:9][C@H:10]1[CH2:15][O:14][C:13]2[CH:16]=[CH:17][C:18]([N+:24]([O-])=O)=[C:19]([CH2:20][C:21](O)=[O:22])[C:12]=2[O:11]1)[C:2]1[CH:7]=[CH:6][CH:5]=[CH:4][CH:3]=1.Cl.CO.[OH-].[Na+]>CC1CCCO1.O.C(O)C.[Pt]>[CH2:1]([NH:8][CH2:9][C@@H:10]1[O:11][C:12]2=[C:19]3[C:18](=[CH:17][CH:16]=[C:13]2[O:14][CH2:15]1)[NH:24][C:21](=[O:22])[CH2:20]3)[C:2]1[CH:7]=[CH:6][CH:5]=[CH:4][CH:3]=1 |f:3.4|. Reported procedure: A 50 mL two necked flask equipped with a magnetic stir bar, gas inlet adapter and gas outlet adapter is charged with {(3S)-3-[(benzylamino)methyl]-6-nitro-2,3-dihydro-1,4-benzodioxin-5-yl}acetic acid.HCl (1.00 g, 2.53 mmol), methanol (20 mL), 1 N hydrochloric acid (2.53 mL, 2.53 mmol) and platinum (5% on carbon, 62% w/w water, 0.20 g). The flask head space is flushed with hydrogen gas (200 mL), the gas outlet adapter is closed and the slurry is stirred under a hydrogen atmosphere. After ˜1 h, no... Starting materials: CCc1nc(-c2ccc(OC(F)(F)F)cc2OC)c(OC)nc1NCc1ccc(OC)cc1, CO, Cl. Yields the product CCc1nc(-c2ccc(OC(F)(F)F)cc2OC)c(OC)nc1N. As a reaction SMILES: [CH2:1]([CH3:2])[c:3]1[c:4]([NH:24][CH2:25][c:26]2[cH:27][cH:28][c:29]([O:30][CH3:31])[cH:32][cH:33]2)[n:5][c:6]([O:22][CH3:23])[c:7](-[c:9]2[c:10]([O:20][CH3:21])[cH:11][c:12]([O:15][C:16]([F:17])([F:18])[F:19])[cH:13][cH:14]2)[n:8]1.[CH3:35][OH:36].[ClH:34]>>[CH2:1]([CH3:2])[c:3]1[c:4]([NH2:24])[n:5][c:6]([O:22][CH3:23])[c:7](-[c:9]2[c:10]([O:20][CH3:21])[cH:11][c:12]([O:15][C:16]([F:17])([F:18])[F:19])[cH:13][cH:14]2)[n:8]1. Starting materials: COC=1C=C2C(=CC=NC2=CC1OC)O (6,7-dimethoxyquinolin-4-ol), FC=1C=CC(=NC1)[N+](=O)[O-] (5-fluoro-2-nitro-pyridine), C([O-])([O-])=O.[Cs+].[Cs+] (cesium carbonate). Run in CN(C)C=O (DMF), O (water). Run at temperature 80 celsius. Yields the product COC=1C=C2C(=CC=NC2=CC1OC)OC=1C=NC(=CC1)[N+](=O)[O-] (6,7-dimethoxy-4-[(6-nitro-3-pyridyl)oxy]quinoline). RXN SMILES: [CH3:1][O:2][C:3]1[CH:4]=[C:5]2[C:10](=[CH:11][C:12]=1[O:13][CH3:14])[N:9]=[CH:8][CH:7]=[C:6]2[OH:15].F[C:17]1[CH:18]=[CH:19][C:20]([N+:23]([O-:25])=[O:24])=[N:21][CH:22]=1.C(=O)([O-])[O-].[Cs+].[Cs+]>CN(C=O)C.O>[CH3:1][O:2][C:3]1[CH:4]=[C:5]2[C:10](=[CH:11][C:12]=1[O:13][CH3:14])[N:9]=[CH:8][CH:7]=[C:6]2[O:15][C:17]1[CH:22]=[N:21][C:20]([N+:23]([O-:25])=[O:24])=[CH:19][CH:18]=1 |f:2.3.4|. Procedure: A mixture of 6,7-dimethoxyquinolin-4-ol (2.02 g, 9.8 mmol, 1.0 eq.), 5-fluoro-2-nitro-pyridine (1.96 g, 13.78 mmol, 1.4 eq.) and cesium carbonate (4.8 g, 14.7 mmol, 1.5 eq.) in dry DMF (10 mL) was heated for 1 h at 80° C. in a microwave oven. After cooling to RT the mixture was diluted with water and extracted with DCM. The combined organic phase was dried over Na2SO4 and evaporated in vacuo. The crude product was purified by flash chromatography on silica gel (DCM/MeOH=100:0 to 10:1) to yield t... Starting materials: [F-].C(CCC)[N+](CCCC)(CCCC)CCCC (tetrabutylammonium fluoride), [Si](C1=CC=CC=C1)(C1=CC=CC=C1)(C(C)(C)C)OCCOC[C@@H](C(=O)NC1=NC=C(C=C1)C)OC1=C2C(=NC=N1)N(N=C2)C2=C(C(=CC=C2)Cl)C ((2S)-3-(2-(tert-butyldiphenylsilyloxy)ethoxy)-2-(1-(3-chloro-2-methylphenyl)-1H-pyrazolo[3,4-d]pyrimidin-4-yloxy)-N-(5-methylpyridin-2-yl)propanamide), [Cl-].[NH4+] (ammonium chloride). Solvent: CCOC(=O)C (EtOAc), C1CCOC1 (THF). Reaction conditions: time 3 hour. The product is ClC=1C(=C(C=CC1)N1N=CC=2C(=NC=NC21)O[C@H](C(=O)NC2=NC=C(C=C2)C)COCCO)C ((2S)-2-[1-(3-chloro-2-methylphenyl)pyrazolo[4,5-e]pyrimidin-4-yl]oxy-3-(2-hydroxyethoxy)-N-(5-methylpyridin-2-yl)propanamide). Yield: 22.8%. RXN SMILES: [F-].C([N+](CCCC)(CCCC)CCCC)CCC.[Si]([O:36][CH2:37][CH2:38][O:39][CH2:40][C@H:41]([O:52][C:53]1[N:58]=[CH:57][N:56]=[C:55]2[N:59]([C:62]3[CH:67]=[CH:66][CH:65]=[C:64]([Cl:68])[C:63]=3[CH3:69])[N:60]=[CH:61][C:54]=12)[C:42]([NH:44][C:45]1[CH:50]=[CH:49][C:48]([CH3:51])=[CH:47][N:46]=1)=[O:43])(C(C)(C)C)(C1C=CC=CC=1)C1C=CC=CC=1.[Cl-].[NH4+]>C1COCC1.CCOC(C)=O>[Cl:68][C:64]1[C:63]([CH3:69])=[C:62]([N:59]2[C:55]3[N:56]=[CH:57][N:58]=[C:53]([O:52][C@@H:41]([CH2:40][O:39][CH2:38][CH2:37][OH:36])[C:42]([NH:44][C:45]4[CH:50]=[CH:49][C:48]([CH3:51])=[CH:47][N:46]=4)=[O:43])[C:54]=3[CH:61]=[N:60]2)[CH:67]=[CH:66][CH:65]=1 |f:0.1,3.4|. Procedure: A solution of tetrabutylammonium fluoride (1M in THF) (0.832 mL, 0.83 mmol) was added dropwise to a stirred solution of (2S)-3-(2-(tert-butyldiphenylsilyloxy)ethoxy)-2-(1-(3-chloro-2-methylphenyl)-1H-pyrazolo[3,4-d]pyrimidin-4-yloxy)-N-(5-methylpyridin-2-yl)propanamide (Intermediate AE3) (500 mg, 0.69 mmol) in THF (15 mL) over a period of 1 minute and the resulting solution stirred at ambient temperature for 3 hours. Saturated ammonium chloride (20 mL) was added to the reaction mixture which was...